From a dataset of the Open Reaction Database (ORD), a public repository of structured organic reaction records. describe an organic reaction: reactants, conditions, products, and yield The reactants are CCO, CC(=O)O, CCOC(=O)C=Cc1ccc(NCCCCCCCCCCCCCCCC(F)(F)F)cc1, [Na+], [OH-], O. The product is O=C(O)C=Cc1ccc(NCCCCCCCCCCCCCCCC(F)(F)F)cc1. Reaction SMILES: [CH3:37][CH2:38][OH:39].[CH3:40][C:41](=[O:42])[OH:43].[F:1][C:2]([CH2:3][CH2:4][CH2:5][CH2:6][CH2:7][CH2:8][CH2:9][CH2:10][CH2:11][CH2:12][CH2:13][CH2:14][CH2:15][CH2:16][CH2:17][NH:18][c:19]1[cH:20][cH:21][c:22]([CH:23]=[CH:24][C:25](=[O:26])[O:27][CH2:28][CH3:29])[cH:30][cH:31]1)([F:32])[F:33].[Na+:35].[OH-:34].[OH2:36]>>[F:1][C:2]([CH2:3][CH2:4][CH2:5][CH2:6][CH2:7][CH2:8][CH2:9][CH2:10][CH2:11][CH2:12][CH2:13][CH2:14][CH2:15][CH2:16][CH2:17][NH:18][c:19]1[cH:20][cH:21][c:22]([CH:23]=[CH:24][C:25](=[O:26])[OH:27])[cH:30][cH:31]1)([F:32])[F:33]. The reactants are COc1ccc(C(=CC=CC(=O)Oc2ccc([N+](=O)[O-])cc2)c2ccccc2OC)cc1, NCCCCc1cccnc1. Product: COc1ccc(C(=CC=CC(=O)NCCCCc2cccnc2)c2ccccc2OC)cc1. As a reaction SMILES: [N+:1]([c:2]1[cH:3][cH:4][c:5]([O:10][C:11](=[O:6])[CH:12]=[CH:13][CH:14]=[C:15]([c:16]2[cH:17][cH:18][c:19]([O:22][CH3:23])[cH:20][cH:21]2)[c:24]2[c:25]([O:30][CH3:31])[cH:26][cH:27][cH:28][cH:29]2)[cH:7][cH:8]1)([O-:9])=[O:32].[n:33]1[cH:34][c:35]([CH2:39][CH2:40][CH2:41][CH2:42][NH2:43])[cH:36][cH:37][cH:38]1>>[O:10]=[C:11]([CH:12]=[CH:13][CH:14]=[C:15]([c:16]1[cH:17][cH:18][c:19]([O:22][CH3:23])[cH:20][cH:21]1)[c:24]1[c:25]([O:30][CH3:31])[cH:26][cH:27][cH:28][cH:29]1)[NH:43][CH2:42][CH2:41][CH2:40][CH2:39][c:35]1[cH:34][n:33][cH:38][cH:37][cH:36]1. The reactants are BrC1=C(C=CC=C1)[N+](=O)[O-] (2-bromonitrobenzene), C(C)(=O)OCCCC (n-butyl acetate), C1=CC=C(C=C1)OC2=CC=C(C=C2)Br (4-bromodiphenyl ether), Example 142, C1=CC=C(C=C1)OC2=CC=C(C=C2)Br (4-bromodiphenyl ether), C(C)(C)(C)P(C1=C(C=CC=C1)C1=CC=CC=C1)C(C)(C)C (2-(di-tert-butylphosphino)biphenyl), P(=O)([O-])([O-])[O-].[K+].[K+].[K+] (tripotassium phosphate). The reagents and catalysts are C(C)(=O)[O-].[Pd+2].C(C)(=O)[O-] (palladium acetate). Reaction conditions: temperature 120 celsius, time 24 hour. Product: O(C1=CC=CC=C1)C1=CC=C(C=C1)N1C=C(C2=CC(=CC=C12)CCC(=O)OCC)CCC1=CC=CC=C1 (Ethyl 3-[1-(4-phenoxyphenyl)-3-(2-phenylethyl)-1H-indol-5-yl]propanoate). RXN SMILES: Br[C:2]1[CH:7]=[CH:6][CH:5]=[CH:4][C:3]=1[N+:8]([O-])=O.[CH:11]1[CH:16]=[CH:15][C:14]([O:17][C:18]2[CH:23]=[CH:22][C:21](Br)=[CH:20][CH:19]=2)=[CH:13][CH:12]=1.C(P(C(C)(C)C)C1C=[CH:34][CH:33]=[CH:32][C:31]=1[C:36]1[CH:41]=[CH:40][CH:39]=[CH:38][CH:37]=1)(C)(C)C.P([O-])([O-])([O-])=[O:47].[K+].[K+].[K+].[C:54]([O:57][CH2:58][CH2:59][CH2:60]C)(=O)[CH3:55]>C([O-])(=O)C.[Pd+2].C([O-])(=O)C>[O:17]([C:18]1[CH:23]=[CH:22][C:21]([N:8]2[C:3]3[C:2](=[CH:7][C:6]([CH2:60][CH2:59][C:58]([O:57][CH2:54][CH3:55])=[O:47])=[CH:5][CH:4]=3)[C:33]([CH2:32][CH2:31][C:36]3[CH:37]=[CH:38][CH:39]=[CH:40][CH:41]=3)=[CH:34]2)=[CH:20][CH:19]=1)[C:14]1[CH:15]=[CH:16][CH:11]=[CH:12][CH:13]=1 |f:3.4.5.6,8.9.10|. Reported procedure: The same reaction was performed as in Example 148 except for using, instead of the 2-bromonitrobenzene, 4-bromodiphenyl ether. That is, to a solution of the compound obtained at Example 142 (60 mg) in n-butyl acetate (4.5 ml) were added 4-bromodiphenyl ether (93 mg), palladium acetate (4.3 mg), 2-(di-tert-butylphosphino)biphenyl (11.4 mg) and tripotassium phosphate (161 mg), and the mixture was heated and stirred at 120° C. for 24 hours. The reaction mixture was cooled to room temperature, then ... Reactants: ClC=1C=C(C=CC1)C1OCCN(C1)C(CC1=CC=C(OCC(=O)NC)C=C1)C (4[2-(2-[3-chlorophenyl]morpholino)propyl]phenoxy-N-methylacetamide), Cl (hydrogen chloride), CO (methanol). The solvent is O1CCCC1 (tetrahydrofuran), O1CCCC1 (tetrahydrofuran). Reaction conditions: time 8 hour. Product: O.Cl.Cl.CNCCOC1=CC=C(C=C1)CC(C)N1CC(OCC1)C1=CC(=CC=C1)Cl.CNCCOC1=CC=C(C=C1)CC(C)N1CC(OCC1)C1=CC(=CC=C1)Cl.Cl.Cl (N-Methyl-2-(4-[2-(2-[3-Chlorophenyl]morpholino)propyl]phenoxy)ethanamine dihydrochloride hemihydrate). As a reaction SMILES: [Cl:1][C:2]1[CH:3]=[C:4]([CH:8]2[CH2:13][N:12]([CH:14]([CH3:28])[CH2:15][C:16]3[CH:27]=[CH:26][C:19]([O:20][CH2:21][C:22]([NH:24][CH3:25])=O)=[CH:18][CH:17]=3)[CH2:11][CH2:10][O:9]2)[CH:5]=[CH:6][CH:7]=1.CO.[ClH:31]>O1CCCC1>[OH2:9].[ClH:1].[ClH:31].[CH3:25][NH:24][CH2:22][CH2:21][O:20][C:19]1[CH:18]=[CH:17][C:16]([CH2:15][CH:14]([N:12]2[CH2:11][CH2:10][O:9][CH:8]([C:4]3[CH:5]=[CH:6][CH:7]=[C:2]([Cl:1])[CH:3]=3)[CH2:13]2)[CH3:28])=[CH:27][CH:26]=1.[CH3:25][NH:24][CH2:22][CH2:21][O:20][C:19]1[CH:18]=[CH:17][C:16]([CH2:15][CH:14]([N:12]2[CH2:11][CH2:10][O:9][CH:8]([C:4]3[CH:5]=[CH:6][CH:7]=[C:2]([Cl:1])[CH:3]=3)[CH2:13]2)[CH3:28])=[CH:27][CH:26]=1.[ClH:1].[ClH:1] |f:4.5.6.7.8.9.10|. Procedure details: To a stirred solution of 4[2-(2-[3-chlorophenyl]morpholino)propyl]phenoxy-N-methylacetamide (3.6 g) in dry tetrahydrofuran (80 ml) was added borane-methyl sulphide complex (10 ml) in dry tetrahydrofuran (20 ml), under nitrogen. The solution was boiled under reflux for 4 hours, and, after cooling to room temperature, methanol (30 ml) was added carefully. This solution was allowed to stand overnight at room temperature, hydrogen chloride gas passed through for 10 mins, boiled under reflux for one ... The reactants are ClC1=C2C(CNC2=CC=C1)(C)C (4-chloro-3,3-dimethyl-2,3-dihydro-1H-indole), Cl.CN(CCCN=C=NCC)C (N-[3-(dimethylamino)propyl]-N′-ethylcarbodiimide hydrochloride), CN1C(=NC(=CC1=O)N1CCOCC1)CC(=O)[O-].[Na+] (sodium [1-methyl-4-(morpholin-4-yl)-6-oxo-1,6-dihydropyrimidin-2-yl]acetate), O (water). Run in CN(C=O)C (N,N-dimethylformamide), N1=CC=CC=C1 (pyridine). Conditions: time 16 hour. The product is ClC1=C2C(CN(C2=CC=C1)C(CC1=NC(=CC(N1C)=O)N1CCOCC1)=O)(C)C (2-[2-(4-chloro-3,3-dimethyl-2,3-dihydro-1H-indol-1-yl)-2-oxoethyl]-3-methyl-6-(morpholin-4-yl)pyrimidin-4(3H)-one). Yield: 26.4%. RXN SMILES: [Cl:1][C:2]1[CH:10]=[CH:9][CH:8]=[C:7]2[C:3]=1[C:4]([CH3:12])([CH3:11])[CH2:5][NH:6]2.Cl.CN(C)CCCN=C=NCC.[CH3:25][N:26]1[C:31](=[O:32])[CH:30]=[C:29]([N:33]2[CH2:38][CH2:37][O:36][CH2:35][CH2:34]2)[N:28]=[C:27]1[CH2:39][C:40]([O-])=[O:41].[Na+].O>CN(C)C=O.N1C=CC=CC=1>[Cl:1][C:2]1[CH:10]=[CH:9][CH:8]=[C:7]2[C:3]=1[C:4]([CH3:12])([CH3:11])[CH2:5][N:6]2[C:40](=[O:41])[CH2:39][C:27]1[N:26]([CH3:25])[C:31](=[O:32])[CH:30]=[C:29]([N:33]2[CH2:38][CH2:37][O:36][CH2:35][CH2:34]2)[N:28]=1 |f:1.2,3.4|. Reported procedure: 20 mg of 4-chloro-3,3-dimethyl-2,3-dihydro-1H-indole [which can be prepared according to Tet. Let. (1987) (28), 5291-5294] and 34 mg of N-[3-(dimethylamino)propyl]-N′-ethylcarbodiimide hydrochloride are added to a solution of 30 mg of sodium [1-methyl-4-(morpholin-4-yl)-6-oxo-1,6-dihydropyrimidin-2-yl]acetate in 0.5 ml of N,N-dimethylformamide and 0.5 ml of pyridine. The reaction mixture is stirred at ambient temperature for 16 hours, and then 10 ml of water are added and the mixture is extracte... Reactants: FC1=C(C=CC(=C1)C(C(=O)O)(C)O)C1=CC=CC=C1 (2-(2-fluoro-4-biphenylyl)-2-hydroxypropionic acid), C(C)(=O)OC(C)=O (acetic anhydride). Solvent: O (water). Conditions: time 2 hour. The product is C(C)(=O)OC(C(=O)O)(C)C1=CC(=C(C=C1)C1=CC=CC=C1)F (2-acetoxy-2-(2-fluoro-4-biphenylyl)propionic acid). RXN SMILES: [F:1][C:2]1[CH:7]=[C:6]([C:8]([OH:13])([CH3:12])[C:9]([OH:11])=[O:10])[CH:5]=[CH:4][C:3]=1[C:14]1[CH:19]=[CH:18][CH:17]=[CH:16][CH:15]=1.[C:20](OC(=O)C)(=[O:22])[CH3:21]>O>[C:20]([O:13][C:8]([C:6]1[CH:5]=[CH:4][C:3]([C:14]2[CH:15]=[CH:16][CH:17]=[CH:18][CH:19]=2)=[C:2]([F:1])[CH:7]=1)([CH3:12])[C:9]([OH:11])=[O:10])(=[O:22])[CH3:21]. Procedure: The product from Example 1 (5 g.) was added to acetic anhydride (50 ml.) and the mixture heated on a steam bath for 2 hours after the acid had all dissolved. The mixture was then cooled and poured into water (200 ml.). The aqueous mixture was allowed to stand for 2 hours and the product collected recrystallised from a mixture of ether and light petroleum (b.p. 62°-68° C.) to give 2-acetoxy-2-(2-fluoro-4-biphenylyl)propionic acid, m.p. 141°-142° C. Starting materials: Cl, [Cu], O=C(Cn1nc(C(F)(F)F)c2c1CCCC2)Nc1sc2c(c1C(=O)O)CCCC2, O, c1ccc2ncccc2c1. The product is O=C(Cn1nc(C(F)(F)F)c2c1CCCC2)Nc1cc2c(s1)CCCC2. As a reaction SMILES: [ClH:30].[Cu:42].[F:1][C:2]([c:3]1[n:4][n:5]([CH2:12][C:13](=[O:14])[NH:15][c:16]2[c:17]([C:25]([OH:26])=[O:27])[c:18]3[c:19]([s:20]2)[CH2:21][CH2:22][CH2:23][CH2:24]3)[c:6]2[c:11]1[CH2:10][CH2:9][CH2:8][CH2:7]2)([F:28])[F:29].[OH2:41].[cH:31]1[cH:32][c:33]2[c:34]([n:35][cH:36][cH:37][cH:38]2)[cH:39][cH:40]1>>[F:1][C:2]([c:3]1[n:4][n:5]([CH2:12][C:13](=[O:14])[NH:15][c:16]2[cH:17][c:18]3[c:19]([s:20]2)[CH2:21][CH2:22][CH2:23][CH2:24]3)[c:6]2[c:11]1[CH2:10][CH2:9][CH2:8][CH2:7]2)([F:28])[F:29]. Starting materials: Cl.ClC=1C=C(CN)C=CC1Cl (3,4-dichlorobenzylamine hydrochloride), [N-](C#N)C#N.[Na+] (sodium dicyanamide). Run in C(C)#N (acetonitrile). Product: ClC=1C=C(CNC(=N)NC#N)C=CC1Cl (N1 -(3,4-dichlorobenzyl)-N3 -cyanoguanidine). Isolated yield 79.2%. RXN SMILES: Cl.[Cl:2][C:3]1[CH:4]=[C:5]([CH:8]=[CH:9][C:10]=1[Cl:11])[CH2:6][NH2:7].[N-:12]([C:15]#[N:16])[C:13]#[N:14].[Na+]>C(#N)C>[Cl:2][C:3]1[CH:4]=[C:5]([CH:8]=[CH:9][C:10]=1[Cl:11])[CH2:6][NH:7][C:15]([NH:12][C:13]#[N:14])=[NH:16] |f:0.1,2.3|. Reported procedure: Putting 63.7 g (300 mM) of 3,4-dichlorobenzylamine hydrochloride and 30.9 g (1.1 eq.) of sodium dicyanamide in 950 ml (15 V) of acetonitrile, the mixture was heated and refluxed for 3.5 hours. Distilling away the solvent, 600 ml of water was added to the residue (white solid) to disperse and wash. Obtained crystals were filtered off, and dispersed and washed in 600 ml of dichloromethane. Since residue of amine was recognized, the crystals were dispersed and washed again in 600 ml of water and 50... Starting materials: NC1=C(C2=C(S1)CCC2)C(=O)C=2OC=CC2 ((2-amino-5,6-dihydro-4H-cyclopenta[b]thiophen-3-yl)(furan-2-yl)methanone), Cl[Si](C)(C)C (chlorotrimethylsilane), CN(C)C=O (DMF). Yields the product CC1=C(C(=C2C(=N1)SC1=C2CCC1)C=1OC=CC1)CC(=O)OC (Methyl [2-methyl-4-(2-furyl)-6,7-dihydro-5H-cyclopenta[4,5]thieno[2,3-b]pyridin-3-yl]acetate). Isolated yield 62.0%. Reaction SMILES: [NH2:1][C:2]1[S:6][C:5]2[CH2:7][CH2:8][CH2:9][C:4]=2[C:3]=1[C:10]([C:12]1[O:13][CH:14]=[CH:15][CH:16]=1)=O.Cl[Si](C)(C)C.CN([CH:25]=[O:26])C>>[CH3:5][C:4]1[N:1]=[C:2]2[S:6][C:5]3[CH2:7][CH2:8][CH2:9][C:4]=3[C:3]2=[C:10]([C:12]2[O:13][CH:14]=[CH:15][CH:16]=2)[C:3]=1[CH2:10][C:12]([O:26][CH3:25])=[O:13]. Procedure: This compound was prepared according to the procedure B from (2-amino-5,6-dihydro-4H-cyclopenta[b]thiophen-3-yl)(furan-2-yl)methanone (0.440 g, 1.886 mmol), methyl levunilate (0.26 mL, 1.886 mmol), chlorotrimethylsilane (0.964 mL, 7.54 mmol) in DMF (3.7 mL) for 18 h. Purification by flash chromatography on silica gel using a gradient of ethyl acetate (2-50%) in heptane furnished 0.385 g (62%) of the title compound as a yellow solid.